This data is from the Open Reaction Database (ORD), a public repository of structured organic reaction records. The task is: describe an organic reaction: reactants, conditions, products, and yield Reactants: CC(=O)c1nn(-c2ccc(F)cc2)c(=O)c(Sc2ccc(N)cc2)c1C, CS(=O)(=O)Cl, O, c1ccncc1. The product is CC(=O)c1nn(-c2ccc(F)cc2)c(=O)c(Sc2ccc(NS(C)(=O)=O)cc2)c1C. RXN SMILES: [C:6]([CH3:7])(=[O:8])[c:9]1[c:10]([CH3:31])[c:11]([S:23][c:24]2[cH:25][cH:26][c:27]([NH2:30])[cH:28][cH:29]2)[c:12](=[O:22])[n:13](-[c:15]2[cH:16][cH:17][c:18]([F:21])[cH:19][cH:20]2)[n:14]1.[CH3:1][S:2]([Cl:3])(=[O:4])=[O:5].[OH2:32].[cH:33]1[cH:34][cH:35][n:36][cH:37][cH:38]1>>[CH3:1][S:2](=[O:4])(=[O:5])[NH:30][c:27]1[cH:26][cH:25][c:24]([S:23][c:11]2[c:10]([CH3:31])[c:9]([C:6]([CH3:7])=[O:8])[n:14][n:13](-[c:15]3[cH:16][cH:17][c:18]([F:21])[cH:19][cH:20]3)[c:12]2=[O:22])[cH:29][cH:28]1. Starting materials: O=C(O)CCSc1cccc(Cl)c1Cl, O=C(OC(=O)C(F)(F)F)C(F)(F)F, O=C(O)C(F)(F)F. Product: O=C1CCSc2c1ccc(Cl)c2Cl. Reaction SMILES: [Cl:1][c:2]1[c:3]([S:9][CH2:10][CH2:11][C:12](=[O:13])[OH:14])[cH:4][cH:5][cH:6][c:7]1[Cl:8].[F:15][C:16]([F:17])([F:18])[C:19]([O:20][C:21](=[O:22])[C:23]([F:24])([F:25])[F:26])=[O:27].[OH:28][C:29]([C:30]([F:31])([F:32])[F:33])=[O:34]>>[Cl:1][c:2]1[c:3]2[c:4]([cH:5][cH:6][c:7]1[Cl:8])[C:12](=[O:14])[CH2:11][CH2:10][S:9]2.